Dataset: the Open Reaction Database (ORD), a public repository of structured organic reaction records. Task: describe an organic reaction: reactants, conditions, products, and yield The reactants are BrCCCCCBr, Cc1ccccc1, CCOC(C)=O, Nc1cccc(O)c1, [Na+], O, O=C([O-])O. The product is Oc1cccc(N2CCCCC2)c1. RXN SMILES: [Br:14][CH2:15][CH2:16][CH2:17][CH2:18][CH2:19][Br:20].[CH3:22][c:23]1[cH:24][cH:25][cH:26][cH:27][cH:28]1.[CH3:29][CH2:30][O:31][C:32](=[O:33])[CH3:34].[NH2:1][c:2]1[cH:3][cH:4][cH:5][c:6]([OH:7])[cH:8]1.[Na+:9].[OH2:21].[OH:10][C:11](=[O:12])[O-:13]>>[N:1]1([c:2]2[cH:3][cH:4][cH:5][c:6]([OH:7])[cH:8]2)[CH2:15][CH2:16][CH2:17][CH2:18][CH2:19]1.